This data is from the Open Reaction Database (ORD), a public repository of structured organic reaction records. The task is: describe an organic reaction: reactants, conditions, products, and yield The product is ClC1=CC=C(C=C1)C1=NOC2=C1CCC(CC2)C(=O)OC (methyl 3-(4-chlorophenyl)-5,6,7,8-tetrahydro-4H-cyclohept[d]-isoxazole-6-carboxylate). Reagents/catalysts: [O-2].[O-2].[O-2].[Cr+6] (chromium trioxide). Reactants: ClC1=CC=C(C=C1)C1=NOC2C1CCC(CC2)C(=O)[O-] (4-chlorophenyl-3a,5,6,7,8,8a-hexahydro-4H-cyclohept[d]isoxazole-6-carboxylate), C(C)(=O)O (acetic acid). Reaction conditions: temperature 90 celsius. As a reaction SMILES: [Cl:1][C:2]1[CH:7]=[CH:6][C:5]([C:8]2[CH:12]3[CH2:13][CH2:14][CH:15]([C:18]([O-:20])=[O:19])[CH2:16][CH2:17][CH:11]3[O:10][N:9]=2)=[CH:4][CH:3]=1.[C:21](O)(=O)C>S(=O)(=O)(O)O.[O-2].[O-2].[O-2].[Cr+6]>[Cl:1][C:2]1[CH:3]=[CH:4][C:5]([C:8]2[C:12]3[CH2:13][CH2:14][CH:15]([C:18]([O:20][CH3:21])=[O:19])[CH2:16][CH2:17][C:11]=3[O:10][N:9]=2)=[CH:6][CH:7]=1 |f:3.4.5.6|. The solvent is S(O)(O)(=O)=O (sulfuric acid). Procedure details: 5.3 g (0.053 mol) of chromium trioxide were added to a solution of 6.14 g (0.02 mol) of methyl 3-(4-chlorophenyl-3a,5,6,7,8,8a-hexahydro-4H-cyclohept[d]isoxazole-6-carboxylate (mixture of two diastereoisomers, prepared as described in the last paragraph of Example 1) in 110 ml of acetic acid and 0.5 ml of concentrated sulfuric acid. The mixture was heated to 90° C. for 40 minutes. Excess acetic acid was removed by evaporation, water and 2N sodium carbonate solution were added and the mixture was...